This data is from the Open Reaction Database (ORD), a public repository of structured organic reaction records. The task is: describe an organic reaction: reactants, conditions, products, and yield The reactants are OC(CCC(=O)NC)C1=CC=CC=C1 (4-hydroxy-N-methyl-4-phenyl-butyramide), [Cr](=O)(=O)([O-])Cl.[NH+]1=CC=CC=C1 (pyridinium chlorochromate). Solvent: C(Cl)Cl (methylene chloride). Reaction conditions: time 2.5 hour. Yields the product CNC(CCC(C1=CC=CC=C1)=O)=O (N-methyl-4-oxo-4-phenyl-butyramide). Isolated yield 81.9%. As a reaction SMILES: [OH:1][CH:2]([C:9]1[CH:14]=[CH:13][CH:12]=[CH:11][CH:10]=1)[CH2:3][CH2:4][C:5]([NH:7][CH3:8])=[O:6].[Cr](Cl)([O-])(=O)=O.[NH+]1C=CC=CC=1>C(Cl)Cl>[CH3:8][NH:7][C:5](=[O:6])[CH2:4][CH2:3][C:2](=[O:1])[C:9]1[CH:10]=[CH:11][CH:12]=[CH:13][CH:14]=1 |f:1.2|. Reported procedure: A mixture of 4-hydroxy-N-methyl-4-phenyl-butyramide (4.50 g, 23.3 mmol), prepared in the previous step, and pyridinium chlorochromate (7.54 g, 35.0 mmol) in 200 ml of methylene chloride was stirred at room temperature for 2.5 hours. The reaction was poured onto 400 g of silica gel (230-400 mesh) and the material eluted with ethyl acetate-methylene chloride and then ethyl acetate. Isolation of the major component gave N-methyl-4-oxo-4-phenyl-butyramide (3.65 g, 82%) as an off-white solid, mp 80-8... The reactants are C([O-])(O)=O.[Na+] (sodium bicarbonate), BrC=1C=C(C=CC1)NC1=C(C=NC2=CC(=C(C=C12)O)O)C#N (4-(3-bromophenylamino)-6,7-dihydroxy-3-quinolinecarbonitrile), CN(C)C1=NC=CC=C1 (dimethylaminopyridine), C(C)(=O)OC(C)=O (acetic anhydride). Solvent: O (water), CO (methanol), N1=CC=CC=C1 (pyridine). Yields the product BrC=1C=C(C=CC1)N(C(C)=O)C1=C(C=NC2=CC(=C(C=C12)O)O)C#N (4-[(3-Bromophenyl)-N-acetylamino]-6,7-dihydroxy-3-quinolinecarbonitrile). As a reaction SMILES: [Br:1][C:2]1[CH:3]=[C:4]([NH:8][C:9]2[C:18]3[C:13](=[CH:14][C:15]([OH:20])=[C:16]([OH:19])[CH:17]=3)[N:12]=[CH:11][C:10]=2[C:21]#[N:22])[CH:5]=[CH:6][CH:7]=1.CN(C1C=CC=CN=1)C.[C:32](OC(=O)C)(=[O:34])[CH3:33].C(=O)(O)[O-].[Na+]>O.CO.N1C=CC=CC=1>[Br:1][C:2]1[CH:3]=[C:4]([N:8]([C:9]2[C:18]3[C:13](=[CH:14][C:15]([OH:20])=[C:16]([OH:19])[CH:17]=3)[N:12]=[CH:11][C:10]=2[C:21]#[N:22])[C:32](=[O:34])[CH3:33])[CH:5]=[CH:6][CH:7]=1 |f:3.4|. Procedure: A solution of 4-(3-bromophenylamino)-6,7-dihydroxy-3-quinolinecarbonitrile (1.78 g, 5.0 mmol), dimethylaminopyridine (60 mg, 0.50 mmol), 5.0 ml of acetic anhydride, and 10 ml of pyridine was stirred at reflux temperature for 1.5 h and concentrated to dryness. The residue was stirred with 50 ml of methanol, 5 ml of water, and sodium bicarbonate (2.1 g, 25 mmol) at 25° C. for 16 h and concentrated to dryness. The residue was stirred with water containing acetic acid to give pH-4-5, and the resulti... Starting materials: NC1=C(C(=NN1C1=C(C=C(C=C1Cl)C(F)(F)F)Cl)C#N)I (5-amino-3-cyano-1-(2,6-dichloro-4-trifluoromethylphenyl)-4-iodopyrazole), compound, CN(C=O)C (dimethylformamide), C(C#C)O (propargyl alcohol), cuprous iodide. The reagents and catalysts are Cl[Pd]([P](C1=CC=CC=C1)(C2=CC=CC=C2)C3=CC=CC=C3)([P](C4=CC=CC=C4)(C5=CC=CC=C5)C6=CC=CC=C6)Cl (bis(triphenylphosphine)palladium(II) chloride). Run in C(C)N(CC)CC (triethylamine). Conditions: temperature 70 celsius. Yields the product NC1=C(C(=NN1C1=C(C=C(C=C1Cl)C(F)(F)F)Cl)C#N)C#CCO (5-Amino-3-cyano-1-(2,6-dichloro-4-trifluoromethylphenyl)-4-(3-hydroxyprop-1-ynyl)pyrazole). Reaction SMILES: [NH2:1][C:2]1[N:6]([C:7]2[C:12]([Cl:13])=[CH:11][C:10]([C:14]([F:17])([F:16])[F:15])=[CH:9][C:8]=2[Cl:18])[N:5]=[C:4]([C:19]#[N:20])[C:3]=1I.CN(C)C=O.[CH2:27]([OH:30])[C:28]#[CH:29]>C(N(CC)CC)C.Cl[Pd](Cl)([P](C1C=CC=CC=1)(C1C=CC=CC=1)C1C=CC=CC=1)[P](C1C=CC=CC=1)(C1C=CC=CC=1)C1C=CC=CC=1>[NH2:1][C:2]1[N:6]([C:7]2[C:12]([Cl:13])=[CH:11][C:10]([C:14]([F:17])([F:16])[F:15])=[CH:9][C:8]=2[Cl:18])[N:5]=[C:4]([C:19]#[N:20])[C:3]=1[C:29]#[C:28][CH2:27][OH:30] |^1:40,59|. Procedure details: To a stirred solution of 5-amino-3-cyano-1-(2,6-dichloro-4-trifluoromethylphenyl)-4-iodopyrazole (200 mg, the compound of Example A1) in triethylamine (2 ml) and dimethylformamide (1 ml) at room temperature was added propargyl alcohol (0.2 ml), cuprous iodide (10 mg) and bis(triphenylphosphine)palladium(II) chloride (20 mg). The reaction mixture was heated at 70° C. for two hours. The reaction mixture was partitioned between ether (10 ml) and water (10 ml). The organic layer was separated, washe... Starting materials: Cl (hydrochloric acid), ClC1=C(N)C=C(C=C1)Cl (2,5-dichloroaniline), [OH-].[K+] (potassium hydroxide), resultant solution, ClC1=C(C=C(C=C1[N+](=O)[O-])[N+](=O)[O-])C(F)(F)F (2-chloro-3,5-dinitrobenzotrifluoride). Run in O (water), Industrial methylated spirit, CN(C=O)C (dimethylformamide). Conditions: time 15 minute. The product is ClC1=C(NC2=C(C=C(C=C2[N+](=O)[O-])[N+](=O)[O-])C(F)(F)F)C=C(C=C1)Cl (2(2,5-dichloroanilino)-3,5-dinitrobenzotrifluoride). Reaction SMILES: [Cl:1][C:2]1[CH:8]=[CH:7][C:6]([Cl:9])=[CH:5][C:3]=1[NH2:4].[OH-].[K+].Cl[C:13]1[C:18]([N+:19]([O-:21])=[O:20])=[CH:17][C:16]([N+:22]([O-:24])=[O:23])=[CH:15][C:14]=1[C:25]([F:28])([F:27])[F:26].Cl>CN(C)C=O.O>[Cl:1][C:2]1[CH:8]=[CH:7][C:6]([Cl:9])=[CH:5][C:3]=1[NH:4][C:13]1[C:18]([N+:19]([O-:21])=[O:20])=[CH:17][C:16]([N+:22]([O-:24])=[O:23])=[CH:15][C:14]=1[C:25]([F:26])([F:28])[F:27] |f:1.2|. Procedure: To a stirred solution of 2,5-dichloroaniline (1.6 g.) in dry dimethylformamide (10 ml.) potassium hydroxide (1.0 g.) was added in small portions over 5 minutes, and stirring continued for a further 15 minutes. To the resultant solution was added 2-chloro-3,5-dinitrobenzotrifluoride (2.7 g.) in small portions over 5 minutes. When the addition was complete the mixture was stirred for 30 minutes at 20° C, after which concentrated hydrochloric acid was added to acidify the mixture. Industrial methyl...